Dataset: the Open Reaction Database (ORD), a public repository of structured organic reaction records. Task: describe an organic reaction: reactants, conditions, products, and yield Reaction conditions: time 1.5 hour. Starting materials: C(C1=CC=CC=C1)(=O)Cl (Benzoyl chloride), C(C)OC(=O)C=1C=NN(C1)C1=NC2=CC=C(C=C2C(N1COCC[Si](C)(C)C)=O)N (1-[6-amino-4-oxo-3-(2-trimethylsilanyl-ethoxymethyl)-3,4-dihydro-quinazolin-2-yl]-1H-pyrazole-4-carboxylic acid ethyl ester), TEA. As a reaction SMILES: [C:1](Cl)(=[O:8])[C:2]1[CH:7]=[CH:6][CH:5]=[CH:4][CH:3]=1.[CH2:10]([O:12][C:13]([C:15]1[CH:16]=[N:17][N:18]([C:20]2[N:29]([CH2:30][O:31][CH2:32][CH2:33][Si:34]([CH3:37])([CH3:36])[CH3:35])[C:28](=[O:38])[C:27]3[C:22](=[CH:23][CH:24]=[C:25]([NH2:39])[CH:26]=3)[N:21]=2)[CH:19]=1)=[O:14])[CH3:11]>C(Cl)Cl>[CH2:10]([O:12][C:13]([C:15]1[CH:16]=[N:17][N:18]([C:20]2[N:29]([CH2:30][O:31][CH2:32][CH2:33][Si:34]([CH3:37])([CH3:36])[CH3:35])[C:28](=[O:38])[C:27]3[C:22](=[CH:23][CH:24]=[C:25]([NH:39][C:1](=[O:8])[C:2]4[CH:7]=[CH:6][CH:5]=[CH:4][CH:3]=4)[CH:26]=3)[N:21]=2)[CH:19]=1)=[O:14])[CH3:11]. Product: C(C)OC(=O)C=1C=NN(C1)C1=NC2=CC=C(C=C2C(N1COCC[Si](C)(C)C)=O)NC(C1=CC=CC=C1)=O (1-[6-benzoylamino-4-oxo-3-(2-trimethylsilanyl-ethoxymethyl)-3,4-dihydro-quinazolin-2-yl]-1H-pyrazole-4-carboxylic acid ethyl ester). Isolated yield 96.5%. Procedure details: Benzoyl chloride (81.1 μL, 0.698 mmol) was added dropwise to a solution of 1-[6-amino-4-oxo-3-(2-trimethylsilanyl-ethoxymethyl)-3,4-dihydro-quinazolin-2-yl]-1H-pyrazole-4-carboxylic acid ethyl ester (0.200 g, 0.466 mmol), TEA (0.162 mL, 1.16 mmol), and DCM (2.3 mL). The reaction mixture was stirred at room temperature for 1.5 h and was then diluted with DCM (25 mL) and quenched with water (15 mL). The organic layer was washed with water (20 mL) and brine (20 mL), dried (MgSO4), and concentrated.... Solvent: C(Cl)Cl (DCM), C(Cl)Cl (DCM). Starting materials: BrC=1C=C2C=NNC(C2=CC1)=O (6-bromo-2H-phthalazin-1-one), COC1=CC=C(CN)C=C1 (4-methoxybenzylamine), C=1C=CC(=CC1)P(C=2C=CC=CC2)C3=CC=C4C=CC=CC4=C3C5=C6C=CC=CC6=CC=C5P(C=7C=CC=CC7)C=8C=CC=CC8 (rac-BINAP), CC(C)(C)[O-].[Na+] (NaOt-Bu). Reagents/catalysts: C=1C=CC(=CC1)/C=C/C(=O)/C=C/C2=CC=CC=C2.C=1C=CC(=CC1)/C=C/C(=O)/C=C/C2=CC=CC=C2.C=1C=CC(=CC1)/C=C/C(=O)/C=C/C2=CC=CC=C2.[Pd].[Pd] (Pd2(dba)3). Solvent: C1(=CC=CC=C1)C (toluene), CCOC(=O)C (EtOAc). The product is COC1=CC=C(CNC=2C=C3C=NNC(C3=CC2)=O)C=C1 (6-(4-Methoxy-benzylamino)-2H-phthalazin-1-one). Isolated yield 35.5%. As a reaction SMILES: Br[C:2]1[CH:3]=[C:4]2[C:9](=[CH:10][CH:11]=1)[C:8](=[O:12])[NH:7][N:6]=[CH:5]2.[CH3:13][O:14][C:15]1[CH:22]=[CH:21][C:18]([CH2:19][NH2:20])=[CH:17][CH:16]=1.C1C=CC(P(C2C(C3C(P(C4C=CC=CC=4)C4C=CC=CC=4)=CC=C4C=3C=CC=C4)=C3C(C=CC=C3)=CC=2)C2C=CC=CC=2)=CC=1.CC([O-])(C)C.[Na+]>C1(C)C=CC=CC=1.CCOC(C)=O.C1C=CC(/C=C/C(/C=C/C2C=CC=CC=2)=O)=CC=1.C1C=CC(/C=C/C(/C=C/C2C=CC=CC=2)=O)=CC=1.C1C=CC(/C=C/C(/C=C/C2C=CC=CC=2)=O)=CC=1.[Pd].[Pd]>[CH3:13][O:14][C:15]1[CH:22]=[CH:21][C:18]([CH2:19][NH:20][C:2]2[CH:3]=[C:4]3[C:9](=[CH:10][CH:11]=2)[C:8](=[O:12])[NH:7][N:6]=[CH:5]3)=[CH:17][CH:16]=1 |f:3.4,7.8.9.10.11|. Procedure: A mixture of 6-bromo-2H-phthalazin-1-one (50 mg, 0.22 mmol), 4-methoxybenzylamine (0.030 mL, 0.24 mmol), Pd2(dba)3 (20 mg, 0.022 mmol), rac-BINAP (41 mg, 0.066 mmol) and NaOt-Bu (52 mg, 0.55 mmol) in toluene (10 mL) was heated at reflux for 3 h. The mixture was allowed to cool, diluted with EtOAc (25 mL) and washed with NaHCO3 (25 mL). The organic layer was dried over anhydrous sodium sulfate and concentrated. Chromatography on silica (EtOAc/hexanes) yielded the title compound (22 mg, 35%). 1H-N... Reactants: C(CCC)[Si](OC)(OC)OC (n-butyl(trimethoxy)silane), CCCCCC (hexane). Conditions: temperature 0 celsius. The product is C(CCC)[Si](OC)(OC)OC.CCCCCC (n-butyl(trimethoxy)silane hexane). Reaction SMILES: [CH2:1]([Si:5]([O:10][CH3:11])([O:8][CH3:9])[O:6][CH3:7])[CH2:2][CH2:3][CH3:4].[CH3:12][CH2:13][CH2:14][CH2:15][CH2:16][CH3:17]>>[CH2:1]([Si:5]([O:10][CH3:11])([O:6][CH3:7])[O:8][CH3:9])[CH2:2][CH2:3][CH3:4].[CH3:12][CH2:13][CH2:14][CH2:15][CH2:16][CH3:17] |f:2.3|. Reported procedure: In a separate reaction vessel under nitrogen, 5.0 ml n-butyl(trimethoxy)silane (0.026 mol.) was added along with 50 ml hexane. The vessel was cooled to 0° C. in an ice bath while stirring. To the cooled n-butyl(trimethoxy)silane/hexane solution obtained was added, via cannula, 2.68 g 1-lithio-4-methylpiperidine suspension from the first vessel. After the addition was completed, the reaction mixture was allowed to warm to room temperature, stirred for about 16 hours, then heated to reflux for abo... Procedure details: Prepared as in example 5-10 from (2,4-dimethoxyphenyl)methanamine, methyl 4-(chlorosulfonyl)benzoate (Example 5-10c) and benzyl bromide. MS (M−H, 440.10); 1H NMR (400 MHz, DMSO-d6): δ, ppm: 3.50 (s, 63H), 3.66 (s, 3H), 4.20 (s, 2H), 4.34 (s, 2H), 6.29 (s, 1H), 6.33 (d, J=8.0 Hz, 1H), 6.91 (d, J=8.8 Hz, 1H), 7.12-7.23 (m, 5H), 7.80 (d, J=8.0 Hz, 2H), 8.01 (d, J=8.4 Hz, 2H), 13.49 (s, 1H). Product: C(C1=CC=CC=C1)N(S(=O)(=O)C1=CC=C(C(=O)O)C=C1)CC1=C(C=C(C=C1)OC)OC (4-(N-benzyl-N-(2,4-dimethoxybenzyl)sulfamoyl)benzoic acid). Reactants: COC1=C(C=CC(=C1)OC)CN ((2,4-dimethoxyphenyl)methanamine), ClS(=O)(=O)C1=CC=C(C(=O)OC)C=C1 (methyl 4-(chlorosulfonyl)benzoate), C(C1=CC=CC=C1)Br (benzyl bromide). Reaction SMILES: [CH3:1][O:2][C:3]1[CH:8]=[C:7]([O:9][CH3:10])[CH:6]=[CH:5][C:4]=1[CH2:11][NH2:12].Cl[S:14]([C:17]1[CH:26]=[CH:25][C:20]([C:21]([O:23]C)=[O:22])=[CH:19][CH:18]=1)(=[O:16])=[O:15].[CH2:27](Br)[C:28]1[CH:33]=[CH:32][CH:31]=[CH:30][CH:29]=1>>[CH2:27]([N:12]([CH2:11][C:4]1[CH:5]=[CH:6][C:7]([O:9][CH3:10])=[CH:8][C:3]=1[O:2][CH3:1])[S:14]([C:17]1[CH:26]=[CH:25][C:20]([C:21]([OH:23])=[O:22])=[CH:19][CH:18]=1)(=[O:16])=[O:15])[C:28]1[CH:33]=[CH:32][CH:31]=[CH:30][CH:29]=1.